From a dataset of the Open Reaction Database (ORD), a public repository of structured organic reaction records. describe an organic reaction: reactants, conditions, products, and yield The reactants are CCOC(C)=O, O=[N+]([O-])c1cc(Cl)c(Sc2nc3cc(C(F)(F)F)ccc3s2)c(Cl)c1, [Na+], [OH-], O, O, Cl[Sn](Cl)(Cl)Cl. Product: Nc1cc(Cl)c(Sc2nc3cc(C(F)(F)F)ccc3s2)c(Cl)c1. Reaction SMILES: [CH3:35][CH2:36][O:37][C:38]([CH3:39])=[O:40].[Cl:1][c:2]1[c:3]([S:12][c:13]2[s:14][c:15]3[c:16]([n:17]2)[cH:18][c:19]([C:22]([F:23])([F:24])[F:25])[cH:20][cH:21]3)[c:4]([Cl:11])[cH:5][c:6]([N+:8]([O-:9])=[O:10])[cH:7]1.[Na+:34].[OH-:33].[OH2:26].[OH2:27].[Sn:28]([Cl:29])([Cl:30])([Cl:31])[Cl:32]>>[Cl:1][c:2]1[c:3]([S:12][c:13]2[s:14][c:15]3[c:16]([n:17]2)[cH:18][c:19]([C:22]([F:23])([F:24])[F:25])[cH:20][cH:21]3)[c:4]([Cl:11])[cH:5][c:6]([NH2:8])[cH:7]1.